From a dataset of the Open Reaction Database (ORD), a public repository of structured organic reaction records. describe an organic reaction: reactants, conditions, products, and yield The reactants are O (water), CCCCCC.C(CCC)[Li] (n-butyllithium hexane), C(C1=CC=CC=C1)OC1=C(C=CC=C1)Br (1-benzyloxy-2-bromobenzene), FC(C1=CC=C(C=O)C=C1)(F)F (4-trifluoromethylbenzaldehyde). Run in C1CCOC1 (THF). Conditions: time 30 minute. The product is C(C1=CC=CC=C1)OC1=C(C=CC=C1)C(O)C1=CC(=CC=C1)C(F)(F)F ((2-Benzyloxyphenyl)-(3-trifluoromethyl-phenyl)methanol). The yield is 80.0%. Reaction SMILES: [CH3:1][CH2:2][CH2:3]CCC.[CH2:7]([Li])[CH2:8][CH2:9][CH3:10].[CH2:12]([O:19]C1C=CC=CC=1Br)[C:13]1[CH:18]=[CH:17][CH:16]=[CH:15][CH:14]=1.[F:27][C:28]([F:38])([F:37])[C:29]1[CH:36]=[CH:35][C:32](C=O)=[CH:31][CH:30]=1.[OH2:39]>C1COCC1>[CH2:7]([O:39][C:18]1[CH:17]=[CH:16][CH:15]=[CH:14][C:13]=1[CH:12]([C:35]1[CH:32]=[CH:31][CH:30]=[C:29]([C:28]([F:27])([F:37])[F:38])[CH:36]=1)[OH:19])[C:8]1[CH:3]=[CH:2][CH:1]=[CH:10][CH:9]=1 |f:0.1|. Reported procedure: In a nitrogen stream, an n-butyllithium hexane solution (2.7 M, 3.4 mL) was added dropwise to a solution of 1-benzyloxy-2-bromobenzene (2.0 g, 7.6 mmol) in THF (50 mL) at −78° C. and the mixture solution was stirred at the same temperature for 30 minutes. To this solution, 4-trifluoromethylbenzaldehyde (2.0 g, 11.4 mmol) was added dropwise at −78° C. The reaction mixture was stirred at the same temperature for three hours, and then water was added thereto and the mixture was extracted with ethyl... The reactants are OC1=CC=C(C=C1)S (4-hydroxythiophenol), C(CO)Br (ethylene bromohydrin), Cl (hydrochloric acid). Solvent: N (ammonia). Run at time 2 hour. Yields the product OC1=CC=C(C=C1)SCCO (2-hydroxyethyl 4-hydroxyphenyl sulfide). Isolated yield 66.4%. As a reaction SMILES: [OH:1][C:2]1[CH:7]=[CH:6][C:5]([SH:8])=[CH:4][CH:3]=1.[CH2:9](Br)[CH2:10][OH:11].Cl>N>[OH:1][C:2]1[CH:7]=[CH:6][C:5]([S:8][CH2:9][CH2:10][OH:11])=[CH:4][CH:3]=1. Reported procedure: 280 ml of 28% aqueous ammonia was added to a mixture of 50 g of 4-hydroxythiophenol and 54.56 g of ethylene bromohydrin and the mixture was stirred vigorously at room temperature for 2 h. 225 m(of concentrated hydrochloric acid was added thereto under cooling with ice to adjust the pH of the aqueous phase to 1. After extraction with ethyl acetate, the ethyl acetate layer was washed with a saturated aqueous common salt solution and then dried over anhydrous magnesium sulfate. The resulting soluti... Reactants: [OH-].[Na+] (NaOH), Cl (HCl), C(C)OC(C(=O)OCC)=CC1=CC=C(C=C1)[N+](=O)[O-] (Ethyl 2-ethoxy-3-(4-nitrophenyl)acrylate), CN(C)C=O (DMF). Solvent: O (water), IMS. Run at time 18 hour. Yields the product C(C)OC(C(=O)O)=CC1=CC=C(C=C1)[N+](=O)[O-] (2-Ethoxy-3-(4-nitrophenyl)acrylic acid). Reaction SMILES: [CH2:1]([O:3][C:4](=[CH:10][C:11]1[CH:16]=[CH:15][C:14]([N+:17]([O-:19])=[O:18])=[CH:13][CH:12]=1)[C:5]([O:7]CC)=[O:6])[CH3:2].CN(C=O)C.[OH-].[Na+].Cl>O>[CH2:1]([O:3][C:4](=[CH:10][C:11]1[CH:12]=[CH:13][C:14]([N+:17]([O-:19])=[O:18])=[CH:15][CH:16]=1)[C:5]([OH:7])=[O:6])[CH3:2] |f:2.3|. Reported procedure: Ethyl 2-ethoxy-3-(4-nitrophenyl)acrylate containing 3.6 wt % DMF (26.07 g corrected, 98.3 mmol) was dissolved in IMS (500 ml) and a solution of NaOH (1.44 g, 36.1 mmol) in water (260 ml) was added. The resulting mixture was stirred at ambient temperature for 18 hr then acidified with 1M HCl (120 ml) and the resulting solid collected by filtration, washed with water (2×100 ml) and suction dried on the filter for 30 mins, followed by vacuum oven drying at 18° C. for 18 hr. 2-Ethoxy-3-(4-nitropheny... Reactants: ice water, Cl (hydrochloric acid), C(C)OP(=O)(OCC)CC1=CC=C(C(=O)N(C2=CC=CC=C2)C)C=C1 (4-diethoxyphosphinylmethyl-N-methyl-N-phenylbenzamide), P12(=S)SP3(=S)SP(=S)(S1)SP(=S)(S2)S3 (phosphorus pentasulfide), C1=CC=CC=C1 (benzene). Solvent: O (water), N1=CC=CC=C1 (pyridine). The product is C(C)OP(=O)(OCC)CC1=CC=C(C(=S)N(C2=CC=CC=C2)C)C=C1 (4-diethoxyphosphinylmethyl-N-methyl-N-phenylthiobenzamide). As a reaction SMILES: [CH2:1]([O:3][P:4]([CH2:9][C:10]1[CH:25]=[CH:24][C:13]([C:14]([N:16]([CH3:23])[C:17]2[CH:22]=[CH:21][CH:20]=[CH:19][CH:18]=2)=O)=[CH:12][CH:11]=1)([O:6][CH2:7][CH3:8])=[O:5])[CH3:2].P12(SP3(SP(SP(S3)(S1)=S)(=S)S2)=S)=[S:27].C1C=CC=CC=1.Cl>O.N1C=CC=CC=1>[CH2:1]([O:3][P:4]([CH2:9][C:10]1[CH:25]=[CH:24][C:13]([C:14]([N:16]([CH3:23])[C:17]2[CH:22]=[CH:21][CH:20]=[CH:19][CH:18]=2)=[S:27])=[CH:12][CH:11]=1)([O:6][CH2:7][CH3:8])=[O:5])[CH3:2]. Procedure: A suspension of 0.40 g of 4-diethoxyphosphinylmethyl-N-methyl-N-phenylbenzamide and 0.56 g of phosphorus pentasulfide in a mixed solvent of 20 ml of dry benzene and 5 ml of dry pyridine was refluxed for 7 hours. After being allowed to cool to room temperature, the reaction mixture was poured into 50 ml of ice water. The water layer was made acidic with 4N hydrochloric acid and extracted with chloroform. The extract was dried over anhydrous sodium sulfate, and the solvent was evaporated. The resi...